From a dataset of the Open Reaction Database (ORD), a public repository of structured organic reaction records. describe an organic reaction: reactants, conditions, products, and yield The reactants are CC(C)(C)[Si](C)(C)Cl, COc1c(F)cc(Cl)cc1C=Nc1cc(F)cc2c1ccc(=O)n2[Si](C)(C)C(C)(C)C, [Li]CCCC, C1CCOC1, CCCCCC, CCOCC, COc1c(F)cc(Cl)cc1C=Nc1cc(F)cc2[nH]c(=O)ccc12, FC(F)(F)C1CO1, [H-], [Na+]. Product: COc1c(F)cc(Cl)cc1C(Nc1cc(F)cc2[nH]c(=O)ccc12)C1(C(F)(F)F)CO1. Reaction SMILES: [C:27]([Si:28]([Cl:29])([CH3:30])[CH3:31])([CH3:32])([CH3:33])[CH3:34].[C:47]([Si:48]([CH3:49])([CH3:50])[n:51]1[c:52]2[c:53]([c:54]([N:55]=[CH:56][c:57]3[cH:58][c:59]([Cl:60])[cH:61][c:62]([F:63])[c:64]3[O:65][CH3:66])[cH:67][c:68]([F:69])[cH:70]2)[cH:71][cH:72][c:73]1=[O:74])([CH3:75])([CH3:76])[CH3:77].[CH2:42]([Li:43])[CH2:44][CH2:45][CH3:46].[CH2:78]1[O:79][CH2:80][CH2:81][CH2:82]1.[CH3:83][CH2:84][CH2:85][CH2:86][CH2:87][CH3:88].[CH3:89][CH2:90][O:91][CH2:92][CH3:93].[Cl:3][c:4]1[cH:5][c:6]([F:26])[c:7]([O:24][CH3:25])[c:8]([CH:10]=[N:11][c:12]2[c:13]3[cH:14][cH:15][c:16](=[O:23])[nH:17][c:18]3[cH:19][c:20]([F:22])[cH:21]2)[cH:9]1.[F:35][C:36]([CH:37]1[CH2:38][O:39]1)([F:40])[F:41].[H-:2].[Na+:1]>>[Cl:3][c:4]1[cH:5][c:6]([F:26])[c:7]([O:24][CH3:25])[c:8]([CH:10]([NH:11][c:12]2[c:13]3[cH:14][cH:15][c:16](=[O:23])[nH:17][c:18]3[cH:19][c:20]([F:22])[cH:21]2)[C:37]2([C:36]([F:35])([F:40])[F:41])[CH2:38][O:39]2)[cH:9]1. Reactants: BrC=1C=C(C(=NC1)Cl)[N+](=O)[O-] (5-Bromo-2-chloro-3-nitropyridine), CNC (dimethylamine). The solvent is C1CCOC1 (THF). Conditions: time 1 hour. The product is BrC=1C=C(C(=NC1)N(C)C)[N+](=O)[O-] (5-bromo-N,N-dimethyl-3-nitropyridin-2-amine). RXN SMILES: [Br:1][C:2]1[CH:3]=[C:4]([N+:9]([O-:11])=[O:10])[C:5](Cl)=[N:6][CH:7]=1.[CH3:12][NH:13][CH3:14]>C1COCC1>[Br:1][C:2]1[CH:3]=[C:4]([N+:9]([O-:11])=[O:10])[C:5]([N:13]([CH3:14])[CH3:12])=[N:6][CH:7]=1. Procedure details: 5-Bromo-2-chloro-3-nitropyridine (J. Heterocyclic Chem. 2003, 40, 261) (128 mg, 0.54 mmol) was taken into THF (0.25 mL) followed by addition of 40 W % aqueous dimethylamine (0.25 mL) and the resulting solution was stirred for 1 h at room temperature. The mixture was then partitioned with ethyl ether and 1 M aqueous hydrochloric acid. The organic solution was then washed with additional 1 M aqueous hydrochloric acid (3×) then dried over magnesium sulfate, filtered and concentrated to give 5-bromo... Reactants: ClCCCC(C1=CC(=CC=C1)C(F)(F)F)C1=CC=CC=C1 (1-chloro-4-phenyl-4-(3-trifluoromethylphenyl)butane), ClC1=CC2=C(N(C(N2)=O)C2CCNCC2)C=C1 (5-chloro-1-(4-piperidyl)-2-benzimidazolinone), C([O-])([O-])=O.[Na+].[Na+] (sodium carbonate), [I-].[K+] (potassium iodide). Run in O (water), O (water), CC(CC(C)=O)C (4-methyl-2-pentanone). Product: O.ClC1=CC2=C(N(C(N2)=O)C2CCN(CC2)CCCC(C2=CC(=CC=C2)C(F)(F)F)C2=CC=CC=C2)C=C1 (5-chloro-1,3-dihydro-1-[1-{4-phenyl-4-[3-(trifluoromethyl)phenyl]butyl}4-piperidinyl]-2H-benzimidazol-2-one hydrate). RXN SMILES: Cl[CH2:2][CH2:3][CH2:4][CH:5]([C:16]1[CH:21]=[CH:20][CH:19]=[CH:18][CH:17]=1)[C:6]1[CH:11]=[CH:10][CH:9]=[C:8]([C:12]([F:15])([F:14])[F:13])[CH:7]=1.[Cl:22][C:23]1[CH:38]=[CH:37][C:26]2[N:27]([CH:31]3[CH2:36][CH2:35][NH:34][CH2:33][CH2:32]3)[C:28](=[O:30])[NH:29][C:25]=2[CH:24]=1.C(=O)([O-])[O-].[Na+].[Na+].[I-].[K+]>O.CC(C)CC(=O)C>[OH2:30].[Cl:22][C:23]1[CH:38]=[CH:37][C:26]2[N:27]([CH:31]3[CH2:32][CH2:33][N:34]([CH2:2][CH2:3][CH2:4][CH:5]([C:16]4[CH:21]=[CH:20][CH:19]=[CH:18][CH:17]=4)[C:6]4[CH:11]=[CH:10][CH:9]=[C:8]([C:12]([F:14])([F:15])[F:13])[CH:7]=4)[CH2:35][CH2:36]3)[C:28](=[O:30])[NH:29][C:25]=2[CH:24]=1 |f:2.3.4,5.6,9.10|. Reported procedure: A mixture of 9.35 parts of 1-chloro-4-phenyl-4-(3-trifluoromethylphenyl)butane, 6.3 parts of 5-chloro-1-(4-piperidyl)-2-benzimidazolinone, 6.35 parts of sodium carbonate, 0.1 parts of potassium iodide and 200 parts of 4-methyl-2-pentanone is stirred and refluxed overnight with water-separator. After cooling to room temperature, water is added and the layers are separated. The organic phase is dried, filtered and evaporated. The oily residue is purified by column-chromatography over silicagel, us...